This data is from the Open Reaction Database (ORD), a public repository of structured organic reaction records. The task is: describe an organic reaction: reactants, conditions, products, and yield Starting materials: C(C(C)C)N (Isobutylamine), C(C)N(CC(C)N1C2=CC=CC=C2SC=2C=CC(=CC12)C(N)=S)CC (10-[(2RS)-1-diethylamino-2-propyl]-2-phenothiazinecarbothioamide). The solvent is C(C)O (ethanol). Reaction conditions: time 16 hour. Product: C(C)N(CC(C)N1C2=CC=CC=C2SC=2C=CC(=CC12)C(NCC(C)C)=S)CC (10-[(2RS)-1-diethylamino-2-propyl]-N-(2-methylpropyl)-2-phenothiazinecarbothioamide). As a reaction SMILES: [CH2:1](N)[CH:2]([CH3:4])[CH3:3].[CH2:6]([N:8]([CH2:29][CH3:30])[CH2:9][CH:10]([N:12]1[C:25]2[CH:24]=[C:23]([C:26](=[S:28])[NH2:27])[CH:22]=[CH:21][C:20]=2[S:19][C:18]2[C:13]1=[CH:14][CH:15]=[CH:16][CH:17]=2)[CH3:11])[CH3:7]>C(O)C>[CH2:29]([N:8]([CH2:6][CH3:7])[CH2:9][CH:10]([N:12]1[C:25]2[CH:24]=[C:23]([C:26](=[S:28])[NH:27][CH2:1][CH:2]([CH3:4])[CH3:3])[CH:22]=[CH:21][C:20]=2[S:19][C:18]2[C:13]1=[CH:14][CH:15]=[CH:16][CH:17]=2)[CH3:11])[CH3:30]. Procedure: Isobutylamine (2.50 cc) is added to a solution of 10-[(2RS)-1-diethylamino-2-propyl]-2-phenothiazinecarbothioamide (1.86 g) in absolute ethanol (25 cc). The mixture is brought to 150° C. for 16 hours and then concentrated to dryness under reduced pressure (30 mm Hg; 4 kPa) at 50° C. The residue obtained is purified by chromatography on a column (height: 16.5 cm; diameter: 2.8 cm) silica gel (0.04-0.06 mm) with a slight excess presof sure of nitrogen (40 kPa), eluting with mixtures of cyclohexane... Starting materials: O (water), C(C)(=O)OCC([C@H]1CC[C@H]2[C@@H]3CC[C@H]4C[C@H](CC[C@]4(C)[C@H]3C(C[C@]12C)=O)OS(=O)(=O)C1=CC=C(C=C1)C)=O ((3β,5α)-21-(acetyloxy)-3-{[(4-methylphenyl)sulfonyl]oxy}pregnane-11,20-dione), Cl (hydrochloric acid). The solvent is N1=C(C=C(C=C1C)C)C (collidine). The product is C(C)(=O)OCC([C@H]1CC[C@H]2[C@@H]3CC[C@H]4CC=CC[C@]4(C)[C@H]3C(C[C@]12C)=O)=O ((5α)-21-(acetyloxy)pregn-2-ene-11,20-dione). Yield: 78.5%. Reaction SMILES: [C:1]([O:4][CH2:5][C:6](=[O:38])[C@@H:7]1[C@:24]2([CH3:25])[C@H:10]([C@H:11]3[C@H:21]([C:22](=[O:26])[CH2:23]2)[C@:19]2([CH3:20])[C@H:14]([CH2:15][C@@H:16](OS(C4C=CC(C)=CC=4)(=O)=O)[CH2:17][CH2:18]2)[CH2:13][CH2:12]3)[CH2:9][CH2:8]1)(=[O:3])[CH3:2].O.Cl>N1C(C)=CC(C)=CC=1C>[C:1]([O:4][CH2:5][C:6](=[O:38])[C@@H:7]1[C@:24]2([CH3:25])[C@H:10]([C@H:11]3[C@H:21]([C:22](=[O:26])[CH2:23]2)[C@:19]2([CH3:20])[C@H:14]([CH2:15][CH:16]=[CH:17][CH2:18]2)[CH2:13][CH2:12]3)[CH2:9][CH2:8]1)(=[O:3])[CH3:2]. Procedure: A solution of (3β,5α)-21-(acetyloxy)-3-{[(4-methylphenyl)sulfonyl]oxy}pregnane-11,20-dione (35 g) in collidine (350 ml) was heated under reflux for 2 h. The reaction mixture was poured into water (3.5 l) containing hydrochloric acid (614 ml; 5M) and the precipitated solid was filtered off, washed with water and dissolved in dichloromethane. After drying the solution over sodium sulfate, the solvent was removed under reduced pressure. Crystallisation of the residue from methanol gave a mixture (3...